This data is from the Open Reaction Database (ORD), a public repository of structured organic reaction records. The task is: describe an organic reaction: reactants, conditions, products, and yield Reactants: N(=[N+]=[N-])C=1C=CN2C(C(=CC=C2C1)C(=O)OCC)=O (Ethyl 8-Azido-4-oxo-4H-quinolizine-3-carboxylate). The reagents and catalysts are [Pd] (Pd on carbon). Solvent: C(C)O (ethanol). The product is NC=1C=CN2C(C(=CC=C2C1)C(=O)OCC)=O (Ethyl 8-Amino-4-oxo-4H-quinolizine-3-carboxylate). Yield: 95.2%. As a reaction SMILES: [N:1]([C:4]1[CH:5]=[CH:6][N:7]2[C:12]([CH:13]=1)=[CH:11][CH:10]=[C:9]([C:14]([O:16][CH2:17][CH3:18])=[O:15])[C:8]2=[O:19])=[N+]=[N-]>C(O)C.[Pd]>[NH2:1][C:4]1[CH:5]=[CH:6][N:7]2[C:12]([CH:13]=1)=[CH:11][CH:10]=[C:9]([C:14]([O:16][CH2:17][CH3:18])=[O:15])[C:8]2=[O:19]. Procedure: A suspension of ethyl 8-azido-4-oxo-4H-quinolizine-3-carboxylate (14) (253 mg, 1.0 mmol) and 20 mg 5% Pd on carbon in 15 ml ethanol was stirred under ambient hydrogen pressure. The color of the reaction mixture rapidly changed from deep red to dark yellow. After 30 ml of hydrogen was absorbed by the reaction mixture, the catalyst was filtered off and the solvent was evaporated to give ethyl 8-amino-4-oxo-4H-quinolizine-3-carboxylate (15) (221 mg, 94%) as a yellow green powder. M.p.>250° C. 1H NM... The reactants are BrC=1C=CC(=C2C(N(CC12)C)=O)NC1=NC(=NC=C1C(F)(F)F)NC1=CC=C(CP(OCC)(OCC)=O)C=C1 (Diethyl [4-({4-[(7-bromo-2-methyl-3-oxo-2,3-dihydro-1H-isoindol-4-yl)amino]-5-(trifluoromethyl) pyrimidin-2-yl}amino)benzyl]phosphonate), OC1CNC1 (3-hydroxyazetidine), ( 100 ). Yields the product OC1CN(C1)C=1C=CC(=C2C(N(CC12)C)=O)NC1=NC(=NC=C1C(F)(F)F)NC1=CC=C(CP(OCC)(OCC)=O)C=C1 (Diethyl (4-{[4-{[7-(3-hydroxyazetidin-1-yl)-2-methyl-3-oxo-2,3-dihydro-1H-isoindol-4-yl]amino}-5-(trifluoromethyl)pyrimidin-2-yl]amino}benzyl)phosphonate). As a reaction SMILES: Br[C:2]1[CH:3]=[CH:4][C:5]([NH:13][C:14]2[C:19]([C:20]([F:23])([F:22])[F:21])=[CH:18][N:17]=[C:16]([NH:24][C:25]3[CH:39]=[CH:38][C:28]([CH2:29][P:30](=[O:37])([O:34][CH2:35][CH3:36])[O:31][CH2:32][CH3:33])=[CH:27][CH:26]=3)[N:15]=2)=[C:6]2[C:10]=1[CH2:9][N:8]([CH3:11])[C:7]2=[O:12].[OH:40][CH:41]1[CH2:44][NH:43][CH2:42]1>>[OH:40][CH:41]1[CH2:44][N:43]([C:2]2[CH:3]=[CH:4][C:5]([NH:13][C:14]3[C:19]([C:20]([F:23])([F:22])[F:21])=[CH:18][N:17]=[C:16]([NH:24][C:25]4[CH:39]=[CH:38][C:28]([CH2:29][P:30](=[O:37])([O:34][CH2:35][CH3:36])[O:31][CH2:32][CH3:33])=[CH:27][CH:26]=4)[N:15]=3)=[C:6]3[C:10]=2[CH2:9][N:8]([CH3:11])[C:7]3=[O:12])[CH2:42]1. Procedure details: The title compound was prepared according to the procedure for Example 199 using Diethyl [4-({4-[(7-bromo-2-methyl-3-oxo-2,3-dihydro-1H-isoindol-4-yl)amino]-5-(trifluoromethyl) pyrimidin-2-yl}amino)benzyl]phosphonate and 3-hydroxyazetidine. MS (ES+): m/z 621.25 (100) [MH+]; HPLC: tR=0.89 min (UPLC, purity).